From a dataset of the Open Reaction Database (ORD), a public repository of structured organic reaction records. describe an organic reaction: reactants, conditions, products, and yield Reactants: ClC1=CC=CC2=NC=3C4=C(CCC3C=C12)C(=CC(=C4)C)C (8-chloro-2,4-dimethyl-5,6-dihydrobenzo[c]acridine), C(C(C)C)B(O)O (isobutylboronic acid). The reagents and catalysts are C=1C=CC(=CC1)/C=C/C(=O)/C=C/C2=CC=CC=C2.C=1C=CC(=CC1)/C=C/C(=O)/C=C/C2=CC=CC=C2.C=1C=CC(=CC1)/C=C/C(=O)/C=C/C2=CC=CC=C2.[Pd].[Pd] (Pd2(dba)3), C1(CCCCC1)P(C1=C(C=CC=C1)C1=C(C=CC=C1OC)OC)C1CCCCC1 (dicyclohexyl(2′,6′-dimethoxy-[1,1′-biphenyl]-2-yl)phosphine). Run in C1(=CC=CC=C1)C (toluene). Yields the product C(C(C)C)C1=CC=CC2=NC=3C4=C(CCC3C=C12)C(=CC(=C4)C)C (8-isobutyl-2,4-dimethyl-5,6-dihydrobenzo[c]acridine). Yield: 92.4%. As a reaction SMILES: Cl[C:2]1[C:15]2[C:6](=[N:7][C:8]3[C:9]4[CH:19]=[C:18]([CH3:20])[CH:17]=[C:16]([CH3:21])[C:10]=4[CH2:11][CH2:12][C:13]=3[CH:14]=2)[CH:5]=[CH:4][CH:3]=1.[CH2:22](B(O)O)[CH:23]([CH3:25])[CH3:24]>C1(C)C=CC=CC=1.C1C=CC(/C=C/C(/C=C/C2C=CC=CC=2)=O)=CC=1.C1C=CC(/C=C/C(/C=C/C2C=CC=CC=2)=O)=CC=1.C1C=CC(/C=C/C(/C=C/C2C=CC=CC=2)=O)=CC=1.[Pd].[Pd].C1(P(C2CCCCC2)C2C=CC=CC=2C2C(OC)=CC=CC=2OC)CCCCC1>[CH2:22]([C:2]1[C:15]2[C:6](=[N:7][C:8]3[C:9]4[CH:19]=[C:18]([CH3:20])[CH:17]=[C:16]([CH3:21])[C:10]=4[CH2:11][CH2:12][C:13]=3[CH:14]=2)[CH:5]=[CH:4][CH:3]=1)[CH:23]([CH3:25])[CH3:24] |f:3.4.5.6.7|. Procedure details: 8-chloro-2,4-dimethyl-5,6-dihydrobenzo[c]acridine (15.0 g, 51.1 mmol), isobutylboronic acid (7.8 g, 77 mmol), dicyclohexyl(2′,6′-dimethoxy-[1,1′-biphenyl]-2-yl)phosphine (1.6 g, 4.08 mmol) potassium phosphate monohydrate (41.2 g, 179 mmol) were mixed in 300 mL of toluene. The system was degassed for 20 minutes. Pd2(dba)3 (0.93 g, 1.02 mmol) was then added and the system was refluxed overnight. After cooling to room temperature, the reaction mixture was filtered through a Celite® plug and eluted ... Reactants: C1CCOC1, CCN(C(C)C)C(C)C, COC(=O)C(=O)Cl, c1ccc(CNCC2COCCN2Cc2ccccc2)cc1. Yields the product COC(=O)C(=O)N(Cc1ccccc1)CC1COCCN1Cc1ccccc1. As a reaction SMILES: [CH2:39]1[O:40][CH2:41][CH2:42][CH2:43]1.[CH:23]([N:24]([CH2:25][CH3:26])[CH:27]([CH3:28])[CH3:29])([CH3:30])[CH3:31].[Cl:32][C:33]([C:34](=[O:35])[O:36][CH3:37])=[O:38].[c:1]1([CH2:7][NH:8][CH2:9][CH:10]2[CH2:11][O:12][CH2:13][CH2:14][N:15]2[CH2:16][c:17]2[cH:18][cH:19][cH:20][cH:21][cH:22]2)[cH:2][cH:3][cH:4][cH:5][cH:6]1>>[c:1]1([CH2:7][N:8]([CH2:9][CH:10]2[CH2:11][O:12][CH2:13][CH2:14][N:15]2[CH2:16][c:17]2[cH:18][cH:19][cH:20][cH:21][cH:22]2)[C:33]([C:34](=[O:35])[O:36][CH3:37])=[O:38])[cH:2][cH:3][cH:4][cH:5][cH:6]1. Reactants: Cl.C(C)[C@H]1[C@@H](NCC1)C(=O)N (trans-3-Ethyl-dl-prolineamide hydrochloride), DEAE-Sephadex. The solvent is O (water). The product is O.C(C)[C@H]1[C@@H](NCC1)C(=O)N (trans-3-ethyl-dl-prolineamide hydrate). The yield is 200.7%. Reaction SMILES: Cl.[CH2:2]([C@@H:4]1[CH2:8][CH2:7][NH:6][C@H:5]1[C:9]([NH2:11])=[O:10])[CH3:3]>O>[OH2:10].[CH2:2]([C@@H:4]1[CH2:8][CH2:7][NH:6][C@H:5]1[C:9]([NH2:11])=[O:10])[CH3:3] |f:0.1,3.4|. Procedure: trans-3-Ethyl-dl-prolineamide hydrochloride (0.5 g) was dissolved in water and passed down a column of DEAE-Sephadex resin (OH- form). The fractions containing product (as detected by t.l.c.) were combined and evaporated to dryness to yield trans-3-ethyl-dl-prolineamide hydrate (0.45 g) as a white solid m.p. 89.5°-91° RF 3A 0.22 RF 3B 0.72 Starting materials: CO, COC(=O)c1ccc2c(C3CCCCC3)c3n(c2c1)CCOc1ccccc1-3, Cl, [Na+], C1CCOC1, [OH-]. The product is O=C(O)c1ccc2c(C3CCCCC3)c3n(c2c1)CCOc1ccccc1-3. Reaction SMILES: [CH3:37][OH:38].[CH:1]1([c:7]2[c:8]3[c:9]([n:10]4[c:16]2-[c:15]2[c:14]([cH:20][cH:19][cH:18][cH:17]2)[O:13][CH2:12][CH2:11]4)[cH:21][c:22]([C:25](=[O:26])[O:27][CH3:28])[cH:23][cH:24]3)[CH2:2][CH2:3][CH2:4][CH2:5][CH2:6]1.[ClH:31].[Na+:30].[O:32]1[CH2:33][CH2:34][CH2:35][CH2:36]1.[OH-:29]>>[CH:1]1([c:7]2[c:8]3[c:9]([n:10]4[c:16]2-[c:15]2[c:14]([cH:20][cH:19][cH:18][cH:17]2)[O:13][CH2:12][CH2:11]4)[cH:21][c:22]([C:25](=[O:26])[OH:27])[cH:23][cH:24]3)[CH2:2][CH2:3][CH2:4][CH2:5][CH2:6]1. Reactants: CC(CC(=O)NC=1C=C2C=C(N(C2=CC1)CC1=C(C=CC=C1)F)C(=O)NC=1C=C(C(=O)O)C=CC1)(C)C (3-({[5-[(3,3-dimethylbutanoyl)amino]-1-(2-fluorobenzyl)-1H-indol-2-yl]carbonyl}-amino)benzoic acid), CN(CCCN=C=NCC)C (N′-(3-dimethylaminopropyl)-N-ethylcarbodiimide), Cl (HCl), C(C)(C)(C)N (tert-butylamine). The reagents and catalysts are CN(C1=CC=NC=C1)C (4-dimethylaminopyridine). Run in ClCCl (dichloromethane). Reaction conditions: time 8 hour. Yields the product C(C)(C)(C)NC(=O)C=1C=C(C=CC1)NC(=O)C=1N(C2=CC=C(C=C2C1)NC(CC(C)(C)C)=O)CC1=C(C=CC=C1)F (N-{3-[(tert-Butylamino)carbonyl]phenyl}-5-[(3,3-dimethylbutanoyl)amino]-1-(2-fluorobenzyl)-1H-indole-2-carboxamide). As a reaction SMILES: [CH3:1][C:2]([CH3:37])([CH3:36])[CH2:3][C:4]([NH:6][C:7]1[CH:8]=[C:9]2[C:13](=[CH:14][CH:15]=1)[N:12]([CH2:16][C:17]1[CH:22]=[CH:21][CH:20]=[CH:19][C:18]=1[F:23])[C:11]([C:24]([NH:26][C:27]1[CH:28]=[C:29]([CH:33]=[CH:34][CH:35]=1)[C:30](O)=[O:31])=[O:25])=[CH:10]2)=[O:5].CN(C)CCCN=C=NCC.Cl.[C:50]([NH2:54])([CH3:53])([CH3:52])[CH3:51]>CN(C)C1C=CN=CC=1.ClCCl>[C:50]([NH:54][C:30]([C:29]1[CH:28]=[C:27]([NH:26][C:24]([C:11]2[N:12]([CH2:16][C:17]3[CH:22]=[CH:21][CH:20]=[CH:19][C:18]=3[F:23])[C:13]3[C:9]([CH:10]=2)=[CH:8][C:7]([NH:6][C:4](=[O:5])[CH2:3][C:2]([CH3:36])([CH3:1])[CH3:37])=[CH:15][CH:14]=3)=[O:25])[CH:35]=[CH:34][CH:33]=1)=[O:31])([CH3:53])([CH3:52])[CH3:51]. Procedure details: 20 mg (0.04 mmol) of the compound from Example 64, 11.5 mg (0.06 mmol) of N′-(3-dimethylaminopropyl)-N-ethylcarbodiimide×HCl and 2.5 mg (0.02 mmol) of 4-dimethylaminopyridine are initially charged in 1 ml of dichloromethane. 3.5 mg (0.05 mmol) of tert-butylamine are added, and the mixture is stirred at RT overnight. For work-up, the mixture is diluted and extracted with aqueous hydrochloric acid and dichloromethane. The organic phase is washed with sat. sodium chloride solution, dried with sodiu... Reactants: [Br-].CC1=CC(=CC=2SC3=CC(=CC=C3[NH2+]C12)Br)Br (1-methyl-3,7-dibromophenothiazinium bromide), CN1CCNCC1 (1-methylpiperazine). The solvent is C(Cl)(Cl)Cl (chloroform). Reaction conditions: time 3 hour. The product is [Br-].CN1CCN(CC1)C=1C=C(C2=NC3=CC=C(C=C3[S+]=C2C1)N1CCN(CC1)C)C (3,7-Di(4-methylpiperazin-1-yl)-1-methylphenothiazin-5-ium bromide). Reaction SMILES: [Br-].[CH3:2][C:3]1[C:16]2[NH2+:15][C:14]3[C:9](=[CH:10][C:11]([Br:17])=[CH:12][CH:13]=3)[S:8][C:7]=2[CH:6]=[C:5](Br)[CH:4]=1.[CH3:19][N:20]1[CH2:25][CH2:24][NH:23][CH2:22][CH2:21]1>C(Cl)(Cl)Cl>[Br-:17].[CH3:19][N:20]1[CH2:25][CH2:24][N:23]([C:5]2[CH:4]=[C:3]([CH3:2])[C:16]3[C:7]([CH:6]=2)=[S+:8][C:9]2[C:14](=[CH:13][CH:12]=[C:11]([N:23]4[CH2:24][CH2:25][N:20]([CH3:19])[CH2:21][CH2:22]4)[CH:10]=2)[N:15]=3)[CH2:22][CH2:21]1 |f:0.1,4.5|. Procedure: To a solution of 1-methyl-3,7-dibromophenothiazinium bromide (300 mg, 0.7 mmol) in chloroform (15 mL) kept under argon, 1-methylpiperazine (350 mg, 3.5 mmol) was added (30 min) with vigorous stirring. The mixture was stirred for 3 h and after that extracted once with aqueous HBr (10 mL, 1% v/v) and twice with water. The organic layer was dried (Na2SO4), concentrated and dried under vacuum. Compound was purified by flash chromatography (solvent system—dichloromethane-methanol). Starting materials: COCCOC, CCOC(=O)CP(=O)(OCC)OCC, O=Cc1ccc(C(F)(F)F)cc1, [H-], [H][H], [Na+], O. Yields the product CCOC(=O)CCc1ccc(C(F)(F)F)cc1. As a reaction SMILES: [CH2:31]([CH2:32][O:33][CH3:34])[O:35][CH3:36].[CH2:3]([O:4][P:5]([O:6][CH2:7][CH3:8])(=[O:9])[CH2:11][C:12](=[O:13])[O:14][CH2:15][CH3:16])[CH3:10].[F:19][C:20]([c:21]1[cH:22][cH:23][c:24]([CH:25]=[O:26])[cH:27][cH:28]1)([F:29])[F:30].[H-:1].[H:17][H:18].[Na+:2].[OH2:37]>>[CH2:11]([C:12](=[O:13])[O:14][CH2:15][CH3:16])[CH2:25][c:24]1[cH:23][cH:22][c:21]([C:20]([F:19])([F:29])[F:30])[cH:28][cH:27]1. Starting materials: CCOC(=O)C(=Cc1cc(OC)c(OC)cc1OC)C(=O)OCC, CO. Product: CCOC(=O)C(Cc1cc(OC)c(OC)cc1OC)C(=O)OCC. Reaction SMILES: [CH3:1][O:2][c:3]1[c:4]([CH:5]=[C:6]([C:7](=[O:8])[O:9][CH2:10][CH3:11])[C:12](=[O:13])[O:14][CH2:15][CH3:16])[cH:17][c:18]([O:23][CH3:24])[c:19]([O:21][CH3:22])[cH:20]1.[CH3:25][OH:26]>>[CH3:1][O:2][c:3]1[c:4]([CH2:5][CH:6]([C:7](=[O:8])[O:9][CH2:10][CH3:11])[C:12](=[O:13])[O:14][CH2:15][CH3:16])[cH:17][c:18]([O:23][CH3:24])[c:19]([O:21][CH3:22])[cH:20]1. Yields the product CCOC(=O)c1oc(N2CCC(NC(=O)c3nc(Cl)c(CC)[nH]3)C(OC)C2)nc1C. Reaction SMILES: [Cl:21][c:22]1[n:23][c:24]([C:29](=[O:30])[OH:31])[nH:25][c:26]1[CH2:27][CH3:28].[Cl:42][CH2:43][Cl:44].[NH2:1][CH:2]1[CH:3]([O:19][CH3:20])[CH2:4][N:5]([c:8]2[o:9][c:10]([C:14](=[O:15])[O:16][CH2:17][CH3:18])[c:11]([CH3:13])[n:12]2)[CH2:6][CH2:7]1.[OH:32][n:33]1[c:34]2[c:35]([cH:36][cH:37][cH:38][cH:39]2)[n:40][n:41]1>>[NH:1]([CH:2]1[CH:3]([O:19][CH3:20])[CH2:4][N:5]([c:8]2[o:9][c:10]([C:14](=[O:15])[O:16][CH2:17][CH3:18])[c:11]([CH3:13])[n:12]2)[CH2:6][CH2:7]1)[C:29]([c:24]1[n:23][c:22]([Cl:21])[c:26]([CH2:27][CH3:28])[nH:25]1)=[O:30]. Starting materials: CCc1[nH]c(C(=O)O)nc1Cl, ClCCl, CCOC(=O)c1oc(N2CCC(N)C(OC)C2)nc1C, On1nnc2ccccc21. The reactants are NC1=CC(=C(C(=O)OC)C=C1[N+](=O)[O-])OCC (methyl 4-amino-2-ethoxy-5-nitrobenzoate), [OH-].[Na+] (sodium hydroxide), O (water), O (water). Solvent: C(C)(=O)O (acetic acid). Product: NC1=CC(=C(C(=O)O)C=C1[N+](=O)[O-])OCC (4-amino-2-ethoxy-5-nitrobenzoic acid). Yield: 66.6%. RXN SMILES: [NH2:1][C:2]1[C:11]([N+:12]([O-:14])=[O:13])=[CH:10][C:5]([C:6]([O:8]C)=[O:7])=[C:4]([O:15][CH2:16][CH3:17])[CH:3]=1.[OH-].[Na+].O>C(O)(=O)C>[NH2:1][C:2]1[C:11]([N+:12]([O-:14])=[O:13])=[CH:10][C:5]([C:6]([OH:8])=[O:7])=[C:4]([O:15][CH2:16][CH3:17])[CH:3]=1 |f:1.2|. Reported procedure: A mixture of 4.8 parts of methyl 4-amino-2-ethoxy-5-nitrobenzoate, 1.6 parts of sodium hydroxide and 30 parts of water was stirred and refluxed for 30 minutes. The reaction mixture was cooled and 50 parts of water were added. The whole was neutralized by the dropwise addition of glacial acetic acid. The precipitated product was filtered off and crystallized from 2-propanol at 0° C. The product was filtered off, washed with a small amount of 2,2'-oxybispropane and dried, yielding 3 parts (66.6%) ...